Dataset: the Open Reaction Database (ORD), a public repository of structured organic reaction records. Task: describe an organic reaction: reactants, conditions, products, and yield Reactants: NC1=CC(=C(C(=O)NCCCCN2C[C@H](CC2)CNC(=O)OC(C)(C)C)C=C1Cl)OC (4-Amino-N-(4-((3R)-3-tert-butoxycarbonylaminomethylpyrrolidin-1-yl)butyl)-5-chloro-2-methoxybenzamide). The solvent is Cl.O1CCOCC1 (hydrochloric acid dioxane). Conditions: temperature 0 celsius, time 30 minute. Yields the product NC1=CC(=C(C(=O)NC[C@@H]2CN(CC2)CCCCNC(C2=C(C=C(C(=C2)Cl)N)OC)=O)C=C1Cl)OC (4-amino-N-((3R)-1-(4-(4-amino-5-chloro-2-methoxybenzoyl-amino)butyl)pyrrolidin-3-ylmethyl)-5-chloro-2-methoxybenzamide). Yield: 44.5%. As a reaction SMILES: [NH2:1][C:2]1[C:28]([Cl:29])=[CH:27][C:5]([C:6]([NH:8][CH2:9][CH2:10][CH2:11][CH2:12][N:13]2[CH2:17][CH2:16][C@H:15]([CH2:18][NH:19][C:20]([O:22]C(C)(C)C)=O)[CH2:14]2)=[O:7])=[C:4]([O:30][CH3:31])[CH:3]=1>Cl.O1CCOCC1>[NH2:1][C:2]1[C:28]([Cl:29])=[CH:27][C:5]([C:20]([NH:19][CH2:18][C@H:15]2[CH2:16][CH2:17][N:13]([CH2:12][CH2:11][CH2:10][CH2:9][NH:8][C:6](=[O:7])[C:5]3[CH:27]=[C:28]([Cl:29])[C:2]([NH2:1])=[CH:3][C:4]=3[O:30][CH3:31])[CH2:14]2)=[O:22])=[C:4]([O:30][CH3:31])[CH:3]=1 |f:1.2|. Procedure: 4-Amino-N-(4-((3R)-3-tert-butoxycarbonylaminomethylpyrrolidin-1-yl)butyl)-5-chloro-2-methoxybenzamide (2.28 g) was dissolved in 4N hydrochloric acid-dioxane solution (10 ml) and the mixture was stood at room temperature for 30 min. The reaction mixture was concentrated under reduced pressure. Dimethylformamide (30 ml) was added to the residue and the mixture was neutralized with triethylamine (2.23 ml). 4-Amino-5-chloro-2-methoxybenzoic acid (1.07 g) and 1-hydroxybenzotriazole (0.79 g) were adde... The reactants are CC(CC(=O)N1CCC(O)(c2ccc(Cl)cc2)C(C)(C)C1)NC(=O)c1cccc(-c2nnn(COCc3ccccc3)n2)c1, CC#N, O=C(O)C(F)(F)F, O. Product: CC(CC(=O)N1CCC(O)(c2ccc(Cl)cc2)C(C)(C)C1)NC(=O)c1cccc(-c2nn[nH]n2)c1. As a reaction SMILES: [CH2:1]([O:2][CH2:3][n:10]1[n:11][c:12](-[c:15]2[cH:16][c:17]([C:18](=[O:19])[NH:20][CH:21]([CH3:22])[CH2:23][C:24](=[O:25])[N:26]3[CH2:27][C:28]([CH3:40])([CH3:41])[C:29]([OH:32])([c:33]4[cH:34][cH:35][c:36]([Cl:39])[cH:37][cH:38]4)[CH2:30][CH2:31]3)[cH:42][cH:43][cH:44]2)[n:13][n:14]1)[c:4]1[cH:5][cH:6][cH:7][cH:8][cH:9]1.[CH3:53][C:54]#[N:55].[F:45][C:46]([F:47])([F:48])[C:49]([OH:50])=[O:51].[OH2:52]>>[n:10]1[n:11][c:12](-[c:15]2[cH:16][c:17]([C:18](=[O:19])[NH:20][CH:21]([CH3:22])[CH2:23][C:24](=[O:25])[N:26]3[CH2:27][C:28]([CH3:40])([CH3:41])[C:29]([OH:32])([c:33]4[cH:34][cH:35][c:36]([Cl:39])[cH:37][cH:38]4)[CH2:30][CH2:31]3)[cH:42][cH:43][cH:44]2)[n:13][nH:14]1. Reactants: NC1=NN(CC1)C1=CC=C(C=C1)Cl (3-Amino-1-(4-chlorophenyl)-2-pyrazoline), CN=C=S (methylisothiocyanate), crude product. Yields the product CNC(NC1=NN(CC1)C1=CC=C(C=C1)Cl)=S (3-(3-methylthioureido)-1-(4-chlorophenyl)-2-pyrazoline). RXN SMILES: [NH2:1][C:2]1[CH2:6][CH2:5][N:4]([C:7]2[CH:12]=[CH:11][C:10]([Cl:13])=[CH:9][CH:8]=2)[N:3]=1.[CH3:14][N:15]=[C:16]=[S:17]>>[CH3:14][NH:15][C:16](=[S:17])[NH:1][C:2]1[CH2:6][CH2:5][N:4]([C:7]2[CH:12]=[CH:11][C:10]([Cl:13])=[CH:9][CH:8]=2)[N:3]=1. Procedure details: 3-Amino-1-(4-chlorophenyl)-2-pyrazoline (1.5 g) (prepared in Reference Example 6 of our European patent specification No. 22-578) and methylisothiocyanate (1.02 g) were heated together at 100° for two hours. The crude product was ground under methanol, collected by filtration, and recrystallised from acetone to yield 3-(3-methylthioureido)-1-(4-chlorophenyl)-2-pyrazoline, m.p. 237°. Reactants: [Br-], [Br-], C[Si](C)(C)Cl, CCOCC, CN1CCCN(C)C1=O, C[Mg+], ClCCl, I[Cu]I, CC12CC(F)C3C4CCC(=O)C=C4C=CC3C1CCC2=O, [Li+], C1CCOC1. Product: CC1CC2=CC(=O)CCC2C2C(F)CC3(C)C(=O)CCC3C12. As a reaction SMILES: [Br-:2].[Br-:3].[CH3:27][Si:28]([Cl:29])([CH3:30])[CH3:31].[CH3:37][CH2:38][O:39][CH2:40][CH3:41].[CH3:48][N:49]1[CH2:50][CH2:51][CH2:52][N:53]([CH3:54])[C:55]1=[O:56].[CH3:4][Mg+:5].[Cl:42][CH2:43][Cl:44].[Cu:45]([I:46])[I:47].[F:6][CH:7]1[CH:8]2[CH:9]3[CH2:10][CH2:11][C:12](=[O:26])[CH:13]=[C:14]3[CH:15]=[CH:16][CH:17]2[CH:18]2[CH2:19][CH2:20][C:21](=[O:25])[C:22]2([CH3:23])[CH2:24]1.[Li+:1].[O:32]1[CH2:33][CH2:34][CH2:35][CH2:36]1>>[F:6][CH:7]1[CH:8]2[CH:9]3[CH2:10][CH2:11][C:12](=[O:26])[CH:13]=[C:14]3[CH2:15][CH:16]([CH3:27])[CH:17]2[CH:18]2[CH2:19][CH2:20][C:21](=[O:25])[C:22]2([CH3:23])[CH2:24]1. The reactants are COc1ccc(S(=O)(=O)CC(O)CS(=O)(=O)c2ccc(OC)cc2)cc1, CC(C)=O, O, NCC(O)CN. The product is COc1ccc(S(=O)(=O)CC(=O)CS(=O)(=O)c2ccc(OC)cc2)cc1. Reaction SMILES: [CH3:1][O:2][c:3]1[cH:4][cH:5][c:6]([S:9](=[O:10])(=[O:11])[CH2:12][CH:13]([CH2:14][S:15](=[O:16])(=[O:17])[c:18]2[cH:19][cH:20][c:21]([O:24][CH3:25])[cH:22][cH:23]2)[OH:26])[cH:7][cH:8]1.[CH3:33][C:34](=[O:35])[CH3:36].[OH2:37].[OH:27][CH:28]([CH2:29][NH2:30])[CH2:31][NH2:32]>>[CH3:1][O:2][c:3]1[cH:4][cH:5][c:6]([S:9](=[O:10])(=[O:11])[CH2:12][C:13]([CH2:14][S:15](=[O:16])(=[O:17])[c:18]2[cH:19][cH:20][c:21]([O:24][CH3:25])[cH:22][cH:23]2)=[O:26])[cH:7][cH:8]1. Starting materials: C(C)(C)(C)OC(=O)N1CCC(CC1)OC (4-methoxypiperidine-1-carboxylic acid tert-butyl ester), Cl (hydrochloric acid). Solvent: CO (methanol), O1CCOCC1 (1,4-dioxane), O (water). Conditions: time 3 hour. Yields the product Cl.COC1CCNCC1 (4-Methoxypiperidine hydrochloride). RXN SMILES: C(OC([N:8]1[CH2:13][CH2:12][CH:11]([O:14][CH3:15])[CH2:10][CH2:9]1)=O)(C)(C)C.[ClH:16]>CO.O1CCOCC1.O>[ClH:16].[CH3:15][O:14][CH:11]1[CH2:12][CH2:13][NH:8][CH2:9][CH2:10]1 |f:5.6|. Reported procedure: To a solution of 4-methoxypiperidine-1-carboxylic acid tert-butyl ester (Preparation 67, 1.58 g, 7.34 mmol) in methanol (20 mL) was added hydrochloric acid in 1,4-dioxane (4M, 10 mL) and the mixture stirred for 3 h at rt. Concentration in vacuo gave an oil which was redissolved in water (100 mL). The aqueous layer was washed with ethyl acetate (2×30 mL) and concentrated to give the title compound as colourless solid. δH (D2O): 1.80, 2.14 (4H, 2m), 3.13 (2H, m), 3.38 (2H, m), 3.40 (3H, s), 3.68 (...